This data is from the Open Reaction Database (ORD), a public repository of structured organic reaction records. The task is: describe an organic reaction: reactants, conditions, products, and yield Reactants: CCc1cc(-c2noc(-c3cc(C)nc(N(CC)CC)c3)n2)cc(C)c1O, C1CCOC1, OCC1CO1, CCOC(=O)N=NC(=O)OCC, c1ccc(P(c2ccccc2)c2ccccc2)cc1. Product: CCc1cc(-c2noc(-c3cc(C)nc(N(CC)CC)c3)n2)cc(C)c1OCC1CO1. As a reaction SMILES: [CH2:1]([CH3:2])[N:3]([c:4]1[n:5][c:6]([CH3:25])[cH:7][c:8](-[c:10]2[n:11][c:12](-[c:15]3[cH:16][c:17]([CH2:23][CH3:24])[c:18]([OH:22])[c:19]([CH3:21])[cH:20]3)[n:13][o:14]2)[cH:9]1)[CH2:26][CH3:27].[CH2:64]1[O:65][CH2:66][CH2:67][CH2:68]1.[CH:47]1([CH2:48][OH:49])[CH2:50][O:51]1.[O:52]=[C:53]([O:54][CH2:55][CH3:56])[N:57]=[N:58][C:59]([O:60][CH2:61][CH3:62])=[O:63].[c:28]1([P:29]([c:30]2[cH:31][cH:32][cH:33][cH:34][cH:35]2)[c:36]2[cH:37][cH:38][cH:39][cH:40][cH:41]2)[cH:42][cH:43][cH:44][cH:45][cH:46]1>>[CH2:1]([CH3:2])[N:3]([c:4]1[n:5][c:6]([CH3:25])[cH:7][c:8](-[c:10]2[n:11][c:12](-[c:15]3[cH:16][c:17]([CH2:23][CH3:24])[c:18]([O:22][CH2:48][CH:47]4[CH2:50][O:51]4)[c:19]([CH3:21])[cH:20]3)[n:13][o:14]2)[cH:9]1)[CH2:26][CH3:27].